This data is from the Open Reaction Database (ORD), a public repository of structured organic reaction records. The task is: describe an organic reaction: reactants, conditions, products, and yield Starting materials: N#Cc1cc2c(Cl)ccnc2cc1OCc1ccccc1, CN1CCCC1=O, CCN(C(C)C)C(C)C, C1CCOC1, O, Oc1ccc2[nH]ccc2c1. The product is N#Cc1cc2c(Oc3ccc4[nH]ccc4c3)ccnc2cc1OCc1ccccc1. As a reaction SMILES: [CH2:1]([c:2]1[cH:3][cH:4][cH:5][cH:6][cH:7]1)[O:8][c:9]1[c:10]([C:20]#[N:21])[cH:11][c:12]2[c:13]([Cl:19])[cH:14][cH:15][n:16][c:17]2[cH:18]1.[CH3:42][N:43]1[CH2:44][CH2:45][CH2:46][C:47]1=[O:48].[CH:32]([N:33]([CH:34]([CH3:35])[CH3:36])[CH2:37][CH3:38])([CH3:39])[CH3:40].[O:49]1[CH2:50][CH2:51][CH2:52][CH2:53]1.[OH2:41].[OH:22][c:23]1[cH:24][c:25]2[cH:26][cH:27][nH:28][c:29]2[cH:30][cH:31]1>>[CH2:1]([c:2]1[cH:3][cH:4][cH:5][cH:6][cH:7]1)[O:8][c:9]1[c:10]([C:20]#[N:21])[cH:11][c:12]2[c:13]([O:22][c:23]3[cH:24][c:25]4[cH:26][cH:27][nH:28][c:29]4[cH:30][cH:31]3)[cH:14][cH:15][n:16][c:17]2[cH:18]1. Reactants: OC1=C(C=CC(=C1CCC)O)C(C)=O (1-(2,4-dihydroxy-3-propylphenyl)ethanone), BrC(C(=O)OCC)C (ethyl 2-bromopropionate), C([O-])([O-])=O.[K+].[K+] (potassium carbonate). The solvent is CC(=O)C (acetone). Product: C(C)OC(C(C)OC1=C(C(=C(C=C1)C(C)=O)O)CCC)=O (racemic-(4-acetyl-3-hydroxy-2-propylphenoxy)-alpha-methylacetic acid ethyl ester). Isolated yield 73.0%. RXN SMILES: [OH:1][C:2]1[C:7]([CH2:8][CH2:9][CH3:10])=[C:6]([OH:11])[CH:5]=[CH:4][C:3]=1[C:12](=[O:14])[CH3:13].Br[CH:16]([CH3:22])[C:17]([O:19][CH2:20][CH3:21])=[O:18].C(=O)([O-])[O-].[K+].[K+]>CC(C)=O>[CH2:20]([O:19][C:17](=[O:18])[CH:16]([O:11][C:6]1[CH:5]=[CH:4][C:3]([C:12](=[O:14])[CH3:13])=[C:2]([OH:1])[C:7]=1[CH2:8][CH2:9][CH3:10])[CH3:22])[CH3:21] |f:2.3.4|. Procedure details: A mixture of 10.0 g of 1-(2,4-dihydroxy-3-propylphenyl)ethanone, 8.4 ml of ethyl 2-bromopropionate and 10.7 g of anhydrous potassium carbonate in 125 ml of anhydrous acetone was stirred at reflux for 42 hours. The reaction mixture was filtered and the filtrate was concentrated to an oil which was purified by high pressure liquid chromatography using 2% ethyl acetate-toluene to yield 11.4 g (73%) of racemic-(4-acetyl-3-hydroxy-2-propylphenoxy)-alpha-methylacetic acid ethyl ester as an oil. Reactants: C(C)(C)N(CCN1C(=O)/C(/C2=CC=CC=C12)=N/NC(=O)N)C(C)C ((E)-1-(2-diisopropylaminoethyl)isatin 3-semicarbazone), Cl (hydrochloric acid). Run in CO (methanol). Yields the product Cl.C(C)(C)N(CCN1C(=O)/C(/C2=CC=CC=C12)=N/NC(=O)N)C(C)C ((E)-1-(2-diisopropylaminoethyl)isatin 3-semicarbazone hydrochloride). As a reaction SMILES: [CH:1]([N:4]([CH:22]([CH3:24])[CH3:23])[CH2:5][CH2:6][N:7]1[C:16]2[C:11](=[CH:12][CH:13]=[CH:14][CH:15]=2)/[C:10](=[N:17]\[NH:18][C:19]([NH2:21])=[O:20])/[C:8]1=[O:9])([CH3:3])[CH3:2].[ClH:25]>CO>[ClH:25].[CH:22]([N:4]([CH:1]([CH3:3])[CH3:2])[CH2:5][CH2:6][N:7]1[C:16]2[C:11](=[CH:12][CH:13]=[CH:14][CH:15]=2)/[C:10](=[N:17]\[NH:18][C:19]([NH2:21])=[O:20])/[C:8]1=[O:9])([CH3:24])[CH3:23] |f:3.4|. Procedure details: To a suspension of 4.97 g of (E)-1-(2-diisopropylaminoethyl)isatin 3-semicarbazone in 370 ml of methanol was added 15.0 ml of a 1N-hydrochloric acid to make a solution. The solution was concentrated under reduced pressure, and diethyl ether was added to the residue. The precipitates were collected by filtration and recrystallized from ethanol to obtain 5.37 g of (E)-1-(2-diisopropylaminoethyl)isatin 3-semicarbazone hydrochloride having a melting point of 255°-25° C. (decomposition). Starting materials: N[C@@H](C)C1=CC(=C(C=C1)C(=O)N1CCCCC1)F ((S)-(4-(1-aminoethyl)-2-fluorophenyl)(piperidin-1-yl)methanone), ClC1=NC=CC(=N1)N1C(OC[C@@H]1C(C)C)=O ((S)-3-(2-chloropyrimidin-4-yl)-4-isopropyloxazolidin-2-one), CCN(C(C)C)C(C)C (Hunig's Base). Run in CN1CCCC1=O (NMP), CN1CCCC1=O (NMP). Conditions: temperature 107.5 celsius. Yields the product FC=1C=C(C=CC1C(=O)N1CCCCC1)[C@H](C)NC1=NC=CC(=N1)N1C(OC[C@@H]1C(C)C)=O ((S)-3-(2-((S)-1-(3-fluoro-4-(piperidine-1-carbonyl)phenyl)ethylamino)pyrimidin-4-yl)-4-isopropyloxazolidin-2-one). The yield is 11.6%. As a reaction SMILES: [NH2:1][C@H:2]([C:4]1[CH:9]=[CH:8][C:7]([C:10]([N:12]2[CH2:17][CH2:16][CH2:15][CH2:14][CH2:13]2)=[O:11])=[C:6]([F:18])[CH:5]=1)[CH3:3].Cl[C:20]1[N:25]=[C:24]([N:26]2[C@@H:30]([CH:31]([CH3:33])[CH3:32])[CH2:29][O:28][C:27]2=[O:34])[CH:23]=[CH:22][N:21]=1.CCN(C(C)C)C(C)C>CN1C(=O)CCC1>[F:18][C:6]1[CH:5]=[C:4]([C@@H:2]([NH:1][C:20]2[N:25]=[C:24]([N:26]3[C@@H:30]([CH:31]([CH3:32])[CH3:33])[CH2:29][O:28][C:27]3=[O:34])[CH:23]=[CH:22][N:21]=2)[CH3:3])[CH:9]=[CH:8][C:7]=1[C:10]([N:12]1[CH2:13][CH2:14][CH2:15][CH2:16][CH2:17]1)=[O:11]. Procedure: To (S)-(4-(1-aminoethyl)-2-fluorophenyl)(piperidin-1-yl)methanone (0.019 g, 0.076 mmol) was added (S)-3-(2-chloropyrimidin-4-yl)-4-isopropyloxazolidin-2-one (0.028 g, 0.114 mmol), NMP (0.5 ml) and Hunig's Base (0.033 ml, 0.190 mmol). The reaction was heated at 105-110° C. for 16 hours or until done by LCMS. The reaction was let cool, 0.5 ml of NMP was added, filtered, purified by prep LC and lyophilized to give 4.0 mg of (S)-3-(2-((S)-1-(3-fluoro-4-(piperidine-1-carbonyl)phenyl)ethylamino)pyrimi...